From a dataset of the Open Reaction Database (ORD), a public repository of structured organic reaction records. describe an organic reaction: reactants, conditions, products, and yield Reaction SMILES: [C:1]([O:5][C:6](=[O:12])[C@H:7]([CH:9]([CH3:11])[CH3:10])[NH2:8])([CH3:4])([CH3:3])[CH3:2].Cl.[N:14]1[CH:19]=[CH:18][CH:17]=[C:16]([CH2:20][C:21](O)=[O:22])[CH:15]=1.C(OP(C#N)(=O)OCC)C>CN(C=O)C.C(Cl)Cl.C(N(CC)CC)C>[C:1]([O:5][C:6](=[O:12])[C@H:7]([CH:9]([CH3:10])[CH3:11])[NH:8][C:21](=[O:22])[CH2:20][C:16]1[CH:15]=[N:14][CH:19]=[CH:18][CH:17]=1)([CH3:4])([CH3:3])[CH3:2]. Yields the product C(C)(C)(C)OC([C@@H](NC(CC=1C=NC=CC1)=O)C(C)C)=O (N-(3-pyridylacetyl)-(L)-valine-tert-butyl ester). Reported procedure: 4.2 ml of triethylamine are added dropwise at 0° to a solution of 3.36 g (16 mmol) of (L)-valine-tert-butyl ester.HCl, 2 g (14.5 mmol) of 3-pyridylacetic acid and 2.17 ml (14.3 mmol) of cyanophosphonic acid diethyl ester in 20 ml of DMF. The reaction mixture is stirred for 48 h at RT, and then diluted with methylene chloride and washed with 10% citric acid as well as saturated sodium hydrogen carbonate solution. The organic phase is filtered through cotton wadding and, after removal of the solve... Starting materials: C(C)(C)(C)OC([C@@H](N)C(C)C)=O ((L)-valine-tert-butyl ester), C(C)OP(OCC)(=O)C#N (cyanophosphonic acid diethyl ester), Cl (HCl), N1=CC(=CC=C1)CC(=O)O (3-pyridylacetic acid). The solvent is C(C)N(CC)CC (triethylamine), CN(C)C=O (DMF), C(Cl)Cl (methylene chloride). Reaction conditions: time 48 hour. Starting materials: CO, Cl, COC(=O)c1nc(NC(=N)N)sc1-c1cccc([N+](=O)[O-])c1. Yields the product Cl, COC(=O)c1nc(NC(=N)N)sc1-c1cccc(N)c1. As a reaction SMILES: [CH3:24][OH:25].[ClH:1].[NH:2]([C:3](=[NH:4])[NH2:5])[c:6]1[s:7][c:8](-[c:15]2[cH:16][c:17]([N+:21]([O-:22])=[O:23])[cH:18][cH:19][cH:20]2)[c:9]([C:11](=[O:12])[O:13][CH3:14])[n:10]1>>[ClH:1].[NH:2]([C:3](=[NH:4])[NH2:5])[c:6]1[s:7][c:8](-[c:15]2[cH:16][c:17]([NH2:21])[cH:18][cH:19][cH:20]2)[c:9]([C:11](=[O:12])[O:13][CH3:14])[n:10]1. Starting materials: Compound E5, S1C=CC=C1 (thiophene), C(CCC)[Li] (n-butyllithium), CC1(C=2C=CC(=CC2C(=CC1)OS(=O)(=O)C(F)(F)F)C(=O)OC)C (methyl 5,5-dimethyl-5,6-dihydro-8-(trifluoromethylsulfonyl)oxy-naphthalene -2-carboxylate), CC1(C=2C=CC(=CC2C(=CC1)OS(=O)(=O)C(F)(F)F)C(=O)OC)C (methyl 5,5-dimethyl-5,6-dihydro-8-(trifluoromethylsulfonyl)oxy-naphthalene -2-carboxylate), tetrakis(triphenyphosphine)palladium(0). The solvent is C1CCOC1 (THF), C1CCOC1 (THF), C1CCOC1 (THF). The reagents and catalysts are [Cl-].[Cl-].[Zn+2] (ZnCl2). Procedure details: (Compound E5) To a solution of 329.0 mg (3.93 mmol) of thiophene in 2.0 mL THF at 0° C. was added 251.8 mg (3.93 mmol, 1.56 mL of 2.5M solution in hexanes) of n-butyllithium. After stirring for 3 h at 0° C., a solution of 845.0 mg (6.28 mmol) of ZnCl2 in 5.0 mL THF was added and the resulting solution stirred for 30 minutes. This solution was added to a second flask containing 570.0 mg (1.57 mmol) of methyl 5,5-dimethyl-5,6-dihydro-8-(trifluoromethylsulfonyl)oxy-naphthalene-2-carboxylate (Compou... The yield is 5.0%. Product: CC1(C=2C=CC(=CC2C(=CC1)C=1SC=CC1)C(=O)OC)C (Methyl 5,5-dimethyl-5,6-dihydro-8-(2-thienyl)-naphthalene-2-carboxylate), EtOAc hexanes. Reaction SMILES: [S:1]1[CH:5]=[CH:4][CH:3]=[CH:2]1.C([Li])CCC.[CH3:11][C:12]1([CH3:34])[CH2:21][CH:20]=[C:19](OS(C(F)(F)F)(=O)=O)[C:18]2[CH:17]=[C:16]([C:30]([O:32][CH3:33])=[O:31])[CH:15]=[CH:14][C:13]1=2>C1COCC1.[Cl-].[Cl-].[Zn+2]>[CH3:11][C:12]1([CH3:34])[CH2:21][CH:20]=[C:19]([C:2]2[S:1][CH:5]=[CH:4][CH:3]=2)[C:18]2[CH:17]=[C:16]([C:30]([O:32][CH3:33])=[O:31])[CH:15]=[CH:14][C:13]1=2 |f:4.5.6|. Run at temperature 0 celsius, time 3 hour. Reactants: OO (hydrogen peroxide), C(C1=CC=CC=C1)(=O)OC1CC(N(C(C1)(C)C)O)(C)C (4-benzoyloxy-1-oxyl-2,2,6,6-tetramethylpiperidine), ferrous sulfate heptahydrate, CS(=O)C (dimethyl sulfoxide), [OH-].[Na+] (sodium hydroxide), peroxide. Run in O (water), O (water). Run at time 1.75 hour. The product is C(C1=CC=CC=C1)(=O)OC1CC(N(C(C1)(C)C)OC)(C)C (4-Benzoyloxy-1-methoxy-2,2,6,6-tetramethylpiperidine). The yield is 81.0%. Reaction SMILES: OO.[C:3]([O:11][CH:12]1[CH2:17][C:16]([CH3:19])([CH3:18])[N:15]([OH:20])[C:14]([CH3:22])([CH3:21])[CH2:13]1)(=[O:10])[C:4]1[CH:9]=[CH:8][CH:7]=[CH:6][CH:5]=1.[CH3:23]S(C)=O.[OH-].[Na+]>O>[C:3]([O:11][CH:12]1[CH2:13][C:14]([CH3:22])([CH3:21])[N:15]([O:20][CH3:23])[C:16]([CH3:18])([CH3:19])[CH2:17]1)(=[O:10])[C:4]1[CH:5]=[CH:6][CH:7]=[CH:8][CH:9]=1 |f:3.4|. Procedure: A solution of 5.9 g (52 mmol) of 30% aqueous hydrogen peroxide is added dropwise, under nitrogen, over 90 minutes to a mixture of 10.0 g (36.2 mmol) of 4-benzoyloxy-1-oxyl-2,2,6,6-tetramethylpiperidine, 11.2 g (40.3 mmol) of ferrous sulfate heptahydrate, and 135 ml of dimethyl sulfoxide which is initially at 24° C. The reaction temperature increases to 37° C. as the peroxide is added. After the addition is complete, the reaction mixture is stirred for 1.75 hours at ambient temperature. The mixtu...